From a dataset of the Open Reaction Database (ORD), a public repository of structured organic reaction records. describe an organic reaction: reactants, conditions, products, and yield Reactants: COC1=CC2=C(CC(N(CC2)CCCN(CCCSC2=CC(=C(C=C2)OC)OC)C)=O)C=C1OC (N-[3-(7,8-dimethoxy-1,3,4,5-tetrahydro-2H-3-benzazepin-2-on-3-yl)-propyl]-N-[3-(3,4-dimethoxyphenylthio)-propyl]-methylamine), OO (hydrogen peroxide). Yields the product COC1=CC2=C(CC(N(CC2)CCCN(CCCS(=O)C2=CC(=C(C=C2)OC)OC)C)=O)C=C1OC (N-[3-(7,8-Dimethoxy-1,3,4,5-tetrahydro-2H-3-benzazepin-2-on-3-yl)-propyl]-N-[3-(3,4-dimethoxyphenylsulfinyl)-propyl]-methylamine). As a reaction SMILES: [CH3:1][O:2][C:3]1[C:33]([O:34][CH3:35])=[CH:32][C:6]2[CH2:7][C:8](=[O:31])[N:9]([CH2:12][CH2:13][CH2:14][N:15]([CH3:30])[CH2:16][CH2:17][CH2:18][S:19][C:20]3[CH:25]=[CH:24][C:23]([O:26][CH3:27])=[C:22]([O:28][CH3:29])[CH:21]=3)[CH2:10][CH2:11][C:5]=2[CH:4]=1.[OH:36]O>>[CH3:1][O:2][C:3]1[C:33]([O:34][CH3:35])=[CH:32][C:6]2[CH2:7][C:8](=[O:31])[N:9]([CH2:12][CH2:13][CH2:14][N:15]([CH3:30])[CH2:16][CH2:17][CH2:18][S:19]([C:20]3[CH:25]=[CH:24][C:23]([O:26][CH3:27])=[C:22]([O:28][CH3:29])[CH:21]=3)=[O:36])[CH2:10][CH2:11][C:5]=2[CH:4]=1. Procedure: The title compound is prepared from N-[3-(7,8-dimethoxy-1,3,4,5-tetrahydro-2H-3-benzazepin-2-on-3-yl)-propyl]-N-[3-(3,4-dimethoxyphenylthio)-propyl]-methylamine and hydrogen peroxide analogously to Example 4. Starting materials: CS(=O)(=O)OCCC1(C2=CC=CC=C2CC=2C(=CC=CC12)OC)CCOS(=O)(=O)C (9,9-di(2-methanesulphonyloxyethyl)-4-methoxy-9,10-dihydroanthracene), C(C=C)N (allylamine). Solvent: C(CC)O (n-propanol). Yields the product C(C=C)N1CCC2(CC1)C1=CC=CC=C1CC=1C(=CC=CC12)OC (1'-allyl-4-methoxy-9,10-dihydroanthracene-9-spiro-4'-piperidine). As a reaction SMILES: CS(O[CH2:6][CH2:7][C:8]1([CH2:24][CH2:25]OS(C)(=O)=O)[C:21]2[CH:20]=[CH:19][CH:18]=[C:17]([O:22][CH3:23])[C:16]=2[CH2:15][C:14]2[C:9]1=[CH:10][CH:11]=[CH:12][CH:13]=2)(=O)=O.[CH2:31]([NH2:34])[CH:32]=[CH2:33]>C(O)CC>[CH2:31]([N:34]1[CH2:25][CH2:24][C:8]2([C:21]3[CH:20]=[CH:19][CH:18]=[C:17]([O:22][CH3:23])[C:16]=3[CH2:15][C:14]3[C:9]2=[CH:10][CH:11]=[CH:12][CH:13]=3)[CH2:7][CH2:6]1)[CH:32]=[CH2:33]. Procedure details: A mixture of 9,9-di(2-methanesulphonyloxyethyl)-4-methoxy-9,10-dihydroanthracene (1.5 g.) and allylamine (7.0 g.) in n-propanol (30 ml.) is heated under reflux for 18 hours. The solvent is evaporated and 2N sodium hydroxide (20 ml.) is added; the suspension is extracted with ether and the ether layer washed with water, and extracted with 2N hydrochloric acid. The acid extract is washed with ether, basified with 15N ammonia solution, and the precipitated product is extracted into ether, the ether... The reactants are [Na] (sodium), [Na] (sodium), C(C)O (ethyl alcohol), C(C1=CC=CC=C1)N1C(=NC=2N(C(N(C(C12)=O)CCCO)=O)CC)Cl (7-benzyl-8-chloro-3-ethyl-1-(3-hydroxypropyl)-1H-purine-2,6(3H,7H)-dione). Run at temperature 40 celsius, time 4 hour. The product is C(C1=CC=CC=C1)N1C(=NC=2N(C(N(C(C12)=O)CCCO)=O)CC)OCC (7-benzyl-8-ethoxy-3-ethyl-1-(3-hydroxypropyl)-1H-purine-2,6(3H,7H)-dione). The yield is 77.9%. Reaction SMILES: [Na].[CH2:2]([N:9]1[C:17]2[C:16](=[O:18])[N:15]([CH2:19][CH2:20][CH2:21][OH:22])[C:14](=[O:23])[N:13]([CH2:24][CH3:25])[C:12]=2[N:11]=[C:10]1Cl)[C:3]1[CH:8]=[CH:7][CH:6]=[CH:5][CH:4]=1.[CH2:27]([OH:29])[CH3:28]>>[CH2:2]([N:9]1[C:17]2[C:16](=[O:18])[N:15]([CH2:19][CH2:20][CH2:21][OH:22])[C:14](=[O:23])[N:13]([CH2:24][CH3:25])[C:12]=2[N:11]=[C:10]1[O:29][CH2:27][CH3:28])[C:3]1[CH:8]=[CH:7][CH:6]=[CH:5][CH:4]=1 |^1:0|. Procedure details: A solution of sodium (50 mg, 2.17 mmol) in ethyl alcohol (10 mL) was stirred at 40° C. under nitrogen until the sodium was consumed. Then 7-benzyl-8-chloro-3-ethyl-1-(3-hydroxypropyl)-1H-purine-2,6(3H,7H)-dione (150 mg, 0.414 mmol) was added at 0° C. and the mixture was stirred at 40° C. for 4 h. The mixture was quenched with ice-water (15 mL) and concentrated. The aqueous residue was extracted with ethyl acetate. The organic phase was dried over sodium sulfate, filtered and concentrated to give... Reaction conditions: temperature 50 celsius, time 20 hour. The reactants are O=C(NCCC=1C=CC=C(F)C1)C(F)(F)F. The solvent is O1CCCC1. Procedure: Following general procedure F using 4e (58.8 mg, 0.25 mmol), B2pin2 (127 mg, 0.50 mmol), [Ir(COD)OMe]2 (2.5 mg, 0.00375 mmol) and 1a (3.8 mg, 0.0075 mmol) in THF (1.25 mL). Stirred in vial at 50 °C for 20 hours. Analysis of crude 1 H NMR using internal standard 1,2‐dimethoxyethane showed 12.9:1 meta:para borylation in 98% yield (these numbers include some meta isomer that has also undergone NH borylation). The crude product was purified by silica gel chromatography (15% EtOAc in Petroleum Ether ... Product: O=C(NCCC=1C=C(F)C=C(C1)B2OC(C)(C)C(O2)(C)C)C(F)(F)F, O=C(NCCC1=CC=C(B2OC(C)(C)C(O2)(C)C)C(F)=C1)C(F)(F)F. The yield is 6.0%. Reagents/catalysts: O=S(=O)([O-])CC=1C=NC(=CC1)C2=NC=C(C=C2)C.CCCC[N+](CCCC)(CCCC)CCCC, O1B(OC(C)(C)C1(C)C)B2OC(C)(C)C(O2)(C)C, C[OH2+].C[OH2+].C1CC=CCCC=C1.C1CC=CCCC=C1.[Ir].[Ir]. Starting materials: Nc1ncccc1Br, CCOC(=O)N=C=S, C1COCCO1. Yields the product CCOC(=O)NC(=S)Nc1ncccc1Br. RXN SMILES: [Br:1][c:2]1[c:3]([NH2:8])[n:4][cH:5][cH:6][cH:7]1.[CH2:9]([CH3:10])[O:11][C:12](=[O:13])[N:14]=[C:15]=[S:16].[O:17]1[CH2:18][CH2:19][O:20][CH2:21][CH2:22]1>>[Br:1][c:2]1[c:3]([NH:8][C:15]([NH:14][C:12]([O:11][CH2:9][CH3:10])=[O:13])=[S:16])[n:4][cH:5][cH:6][cH:7]1. The reactants are O=C1CCC(=O)N1Br, O=C(OOC(=O)c1ccccc1)c1ccccc1, ClC(Cl)(Cl)Cl, COC(=O)Cc1ccccc1. Product: COC(=O)C(Br)c1ccccc1. Reaction SMILES: [Br:12][N:13]1[C:14](=[O:15])[CH2:16][CH2:17][C:18]1=[O:19].[C:20]([O:21][O:22][C:23](=[O:24])[c:25]1[cH:26][cH:27][cH:28][cH:29][cH:30]1)(=[O:31])[c:32]1[cH:33][cH:34][cH:35][cH:36][cH:37]1.[C:38]([Cl:39])([Cl:40])([Cl:41])[Cl:42].[CH3:1][O:2][C:3]([CH2:4][c:5]1[cH:6][cH:7][cH:8][cH:9][cH:10]1)=[O:11]>>[CH3:1][O:2][C:3]([CH:4]([c:5]1[cH:6][cH:7][cH:8][cH:9][cH:10]1)[Br:12])=[O:11]. The reactants are O=C([O-])O, CC1COCCN1c1cc(CS(=O)(=O)c2ccccn2)nc(-c2ccc(N)cc2)n1, O=C(Cl)Oc1ccccc1, [Na+], C1COCCO1. Product: CC1COCCN1c1cc(CS(=O)(=O)c2ccccn2)nc(-c2ccc(NC(=O)Oc3ccccc3)cc2)n1. Reaction SMILES: [C:41](=[O:42])([O-:43])[OH:44].[CH3:11][CH:12]1[CH2:13][O:14][CH2:15][CH2:16][N:17]1[c:18]1[n:19][c:20](-[c:34]2[cH:35][cH:36][c:37]([NH2:38])[cH:39][cH:40]2)[n:21][c:22]([CH2:24][S:25](=[O:26])(=[O:27])[c:28]2[n:29][cH:30][cH:31][cH:32][cH:33]2)[cH:23]1.[Cl:1][C:2](=[O:3])[O:4][c:5]1[cH:6][cH:7][cH:8][cH:9][cH:10]1.[Na+:45].[O:46]1[CH2:47][CH2:48][O:49][CH2:50][CH2:51]1>>[C:2](=[O:3])([O:4][c:5]1[cH:6][cH:7][cH:8][cH:9][cH:10]1)[NH:38][c:37]1[cH:36][cH:35][c:34](-[c:20]2[n:19][c:18]([N:17]3[CH:12]([CH3:11])[CH2:13][O:14][CH2:15][CH2:16]3)[cH:23][c:22]([CH2:24][S:25](=[O:26])(=[O:27])[c:28]3[n:29][cH:30][cH:31][cH:32][cH:33]3)[n:21]2)[cH:40][cH:39]1.